This data is from the Open Reaction Database (ORD), a public repository of structured organic reaction records. The task is: describe an organic reaction: reactants, conditions, products, and yield Starting materials: C(C)(=O)NC1=CC(=CC(=C1)Cl)Cl (N-acetyl-3,5-dichloroaniline), C([O-])([O-])=O.[K+].[K+] (potassium carbonate), BrC1=CC=CC=C1 (bromobenzene), cuprous iodide, [OH-].[K+] (potassium hydroxide). Run in CCO (EtOH). Conditions: temperature 175 celsius. The product is ClC=1C=C(C=C(C1)Cl)NC1=CC=CC=C1 (N-(3,5-Dichlorophenyl)aniline). The yield is 71.4%. RXN SMILES: [C:1]([NH:4][C:5]1[CH:10]=[C:9]([Cl:11])[CH:8]=[C:7]([Cl:12])[CH:6]=1)(=O)[CH3:2].C(=O)([O-])[O-].[K+].[K+].Br[C:20]1[CH:25]=CC=[CH:22][CH:21]=1.[OH-].[K+]>CCO>[Cl:12][C:7]1[CH:6]=[C:5]([NH:4][C:1]2[CH:22]=[CH:21][CH:20]=[CH:25][CH:2]=2)[CH:10]=[C:9]([Cl:11])[CH:8]=1 |f:1.2.3,5.6|. Procedure: A mixture of 12 g (58.8 mmole) of N-acetyl-3,5-dichloroaniline, 8.13 g (58.8 mmole) of potassium carbonate (dried at 155° C. under vacuum), 23 g (147 mmole) of bromobenzene (dried over molecular sieves), and 1.12 g (5.9 mmole) of cuprous iodide was heated in a 175° C. oil bath under a reflux condenser under nitrogen for 18 hours. The mixture was cooled to room temperature and triturated with 1 liter of benzene. The solution was concentrated in vacuo. The residue was treated with 50 mL of EtOH an... As a reaction SMILES: [Br:6][c:7]1[c:8]([NH:20][c:21]2[c:22]([CH3:29])[cH:23][c:24]([CH3:28])[cH:25][c:26]2[CH3:27])[n:9][c:10]([CH3:19])[n:11][c:12]1[O:13][CH:14]([CH2:15][CH3:16])[CH2:17][CH3:18].[C:30](=[O:31])=[O:32].[CH2:33]1[O:34][CH2:35][CH2:36][CH2:37]1.[CH3:1][CH2:2][CH2:3][CH2:4][Li:5]>>[c:7]1([C:30](=[O:31])[OH:32])[c:8]([NH:20][c:21]2[c:22]([CH3:29])[cH:23][c:24]([CH3:28])[cH:25][c:26]2[CH3:27])[n:9][c:10]([CH3:19])[n:11][c:12]1[O:13][CH:14]([CH2:15][CH3:16])[CH2:17][CH3:18]. The reactants are CCC(CC)Oc1nc(C)nc(Nc2c(C)cc(C)cc2C)c1Br, O=C=O, C1CCOC1, [Li]CCCC. Yields the product CCC(CC)Oc1nc(C)nc(Nc2c(C)cc(C)cc2C)c1C(=O)O. The reactants are COC(C1=CC(=C(C=C1)O)CC=C)=O (3-Allyl-4-hydroxybenzoic acid methyl ester), CI (methyl iodide). Yields the product COC(C1=CC(=C(C=C1)OC)CC=C)=O (3-Allyl-4-methoxybenzoic acid methyl ester). As a reaction SMILES: [CH3:1][O:2][C:3](=[O:14])[C:4]1[CH:9]=[CH:8][C:7]([OH:10])=[C:6]([CH2:11][CH:12]=[CH2:13])[CH:5]=1.[CH3:15]I>>[CH3:1][O:2][C:3](=[O:14])[C:4]1[CH:9]=[CH:8][C:7]([O:10][CH3:15])=[C:6]([CH2:11][CH:12]=[CH2:13])[CH:5]=1. Procedure details: 3-Allyl-4-methoxybenzoic acid methyl ester was prepared from 3-Allyl-4-hydroxybenzoic acid methyl ester according to Method C using methyl iodide as an alkylating agent in quantative yield. This product was used without further purification. Starting materials: N#Cc1cnc(Br)cn1, CN1CCC(Nc2cc(N)ncc2-c2ccccc2)CC1, CC(C)(C)[O-], Cc1ccccc1, ClC(Cl)Cl, [Na+], O=C(C=Cc1ccccc1)C=Cc1ccccc1, O=C(C=Cc1ccccc1)C=Cc1ccccc1, O=C(C=Cc1ccccc1)C=Cc1ccccc1, [Pd], [Pd], c1ccc(P(c2ccccc2)c2ccc3ccccc3c2-c2c(P(c3ccccc3)c3ccccc3)ccc3ccccc23)cc1. The product is CN1CCC(Nc2cc(Nc3cnc(C#N)cn3)ncc2-c2ccccc2)CC1. RXN SMILES: [Br:22][c:23]1[n:24][cH:25][c:26]([C:29]#[N:30])[n:27][cH:28]1.[CH3:1][N:2]1[CH2:3][CH2:4][CH:5]([NH:8][c:9]2[cH:10][c:11]([NH2:21])[n:12][cH:13][c:14]2-[c:15]2[cH:16][cH:17][cH:18][cH:19][cH:20]2)[CH2:6][CH2:7]1.[CH3:77][C:78]([CH3:79])([O-:80])[CH3:81].[CH3:83][c:84]1[cH:85][cH:86][cH:87][cH:88][cH:89]1.[CH:146]([Cl:147])([Cl:148])[Cl:149].[Na+:82].[O:110]=[C:111]([CH:112]=[CH:113][c:114]1[cH:115][cH:116][cH:117][cH:118][cH:119]1)[CH:120]=[CH:121][c:122]1[cH:123][cH:124][cH:125][cH:126][cH:127]1.[O:128]=[C:129]([CH:130]=[CH:131][c:132]1[cH:133][cH:134][cH:135][cH:136][cH:137]1)[CH:138]=[CH:139][c:140]1[cH:141][cH:142][cH:143][cH:144][cH:145]1.[O:92]=[C:93]([CH:94]=[CH:95][c:96]1[cH:97][cH:98][cH:99][cH:100][cH:101]1)[CH:102]=[CH:103][c:104]1[cH:105][cH:106][cH:107][cH:108][cH:109]1.[Pd:90].[Pd:91].[cH:31]1[cH:32][cH:33][c:34]([P:35]([c:36]2[cH:37][cH:38][c:39]3[c:40]([cH:41][cH:42][cH:43][cH:44]3)[c:45]2-[c:46]2[c:47]3[c:48]([cH:49][cH:50][cH:51][cH:52]3)[cH:53][cH:54][c:55]2[P:56]([c:57]2[cH:58][cH:59][cH:60][cH:61][cH:62]2)[c:63]2[cH:64][cH:65][cH:66][cH:67][cH:68]2)[c:69]2[cH:70][cH:71][cH:72][cH:73][cH:74]2)[cH:75][cH:76]1>>[CH3:1][N:2]1[CH2:3][CH2:4][CH:5]([NH:8][c:9]2[cH:10][c:11]([NH:21][c:23]3[n:24][cH:25][c:26]([C:29]#[N:30])[n:27][cH:28]3)[n:12][cH:13][c:14]2-[c:15]2[cH:16][cH:17][cH:18][cH:19][cH:20]2)[CH2:6][CH2:7]1. Reactants: CC#CCOc1ccc(C(=O)OC)nc1, C1CCOC1, CCOC(C)=O, Cl, [Li+], [OH-], O. Yields the product CC#CCOc1ccc(C(=O)O)nc1. RXN SMILES: [CH2:1]([C:2]#[C:3][CH3:4])[O:5][c:6]1[cH:7][cH:8][c:9]([C:12](=[O:13])[O:14][CH3:15])[n:10][cH:11]1.[CH2:25]1[O:26][CH2:27][CH2:28][CH2:29]1.[CH3:18][CH2:19][O:20][C:21]([CH3:22])=[O:23].[ClH:24].[Li+:16].[OH-:17].[OH2:30]>>[CH2:1]([C:2]#[C:3][CH3:4])[O:5][c:6]1[cH:7][cH:8][c:9]([C:12](=[O:13])[OH:14])[n:10][cH:11]1. The reactants are Nc1cccc(Br)c1, COc1cc2nc[nH]c(=O)c2cc1OC(C)=O, CN(C)C=O, O=S(Cl)Cl. Product: COc1cc2ncnc(Nc3cccc(Br)c3)c2cc1OC(C)=O. RXN SMILES: [Br:23][c:24]1[cH:25][c:26]([NH2:27])[cH:28][cH:29][cH:30]1.[C:1]([CH3:2])(=[O:3])[O:4][c:5]1[cH:6][c:7]2[c:8](=[O:17])[nH:9][cH:10][n:11][c:12]2[cH:13][c:14]1[O:15][CH3:16].[O:18]=[CH:19][N:20]([CH3:21])[CH3:22].[S:31]([Cl:32])([Cl:33])=[O:34]>>[C:1]([CH3:2])(=[O:3])[O:4][c:5]1[cH:6][c:7]2[c:8]([NH:27][c:26]3[cH:25][c:24]([Br:23])[cH:30][cH:29][cH:28]3)[n:9][cH:10][n:11][c:12]2[cH:13][c:14]1[O:15][CH3:16]. The product is O=C(c1ccccc1C(F)(F)F)N1CCNCC1. As a reaction SMILES: [CH2:1]([c:2]1[cH:3][cH:4][cH:5][cH:6][cH:7]1)[N:8]1[CH2:9][CH2:10][N:11]([C:14](=[O:15])[c:16]2[c:17]([C:22]([F:23])([F:24])[F:25])[cH:18][cH:19][cH:20][cH:21]2)[CH2:12][CH2:13]1.[CH3:27][OH:28].[OH2:26]>>[NH:8]1[CH2:9][CH2:10][N:11]([C:14](=[O:15])[c:16]2[c:17]([C:22]([F:23])([F:24])[F:25])[cH:18][cH:19][cH:20][cH:21]2)[CH2:12][CH2:13]1. The reactants are O=C(c1ccccc1C(F)(F)F)N1CCN(Cc2ccccc2)CC1, CO, O.